Dataset: the Open Reaction Database (ORD), a public repository of structured organic reaction records. Task: describe an organic reaction: reactants, conditions, products, and yield The reactants are Br, O=C([O-])[O-], CCOC(=O)C(Cc1ccc(OCc2ccccc2)cc1)Oc1ccc(Cl)cc1, CC(=O)O, [K+], [K+]. Product: CCOC(=O)C(Cc1ccc(O)cc1)Oc1ccc(Cl)cc1. Reaction SMILES: [BrH:30].[C:31](=[O:32])([O-:33])[O-:34].[CH2:1]([c:2]1[cH:3][cH:4][cH:5][cH:6][cH:7]1)[O:8][c:9]1[cH:10][cH:11][c:12]([CH2:15][CH:16]([C:17](=[O:18])[O:19][CH2:20][CH3:21])[O:22][c:23]2[cH:24][cH:25][c:26]([Cl:29])[cH:27][cH:28]2)[cH:13][cH:14]1.[CH3:37][C:38](=[O:39])[OH:40].[K+:35].[K+:36]>>[OH:8][c:9]1[cH:10][cH:11][c:12]([CH2:15][CH:16]([C:17](=[O:18])[O:19][CH2:20][CH3:21])[O:22][c:23]2[cH:24][cH:25][c:26]([Cl:29])[cH:27][cH:28]2)[cH:13][cH:14]1. Reactants: CC(C)(C)[Si](C)(C)Cl, ClCCl, O=C1CCC(CO)N1, c1c[nH]cn1. Product: CC(C)(C)[Si](C)(C)OCC1CCC(=O)N1. RXN SMILES: [C:14]([CH3:15])([CH3:16])([CH3:17])[Si:18]([CH3:19])([CH3:20])[Cl:21].[Cl:22][CH2:23][Cl:24].[OH:6][CH2:7][CH:8]1[CH2:9][CH2:10][C:11](=[O:13])[NH:12]1.[nH:1]1[cH:2][cH:3][n:4][cH:5]1>>[O:6]([CH2:7][CH:8]1[CH2:9][CH2:10][C:11](=[O:13])[NH:12]1)[Si:18]([C:14]([CH3:15])([CH3:16])[CH3:17])([CH3:19])[CH3:20]. Reactants: N#CC1(c2ccc(Br)cc2)CCC1, [Li]CCCC, C1CCOC1, CON(C)C(C)=O, Cl. Yields the product CC(=O)c1ccc(C2(C#N)CCC2)cc1. Reaction SMILES: [Br:1][c:2]1[cH:3][cH:4][c:5]([C:8]2([C:12]#[N:13])[CH2:9][CH2:10][CH2:11]2)[cH:6][cH:7]1.[CH2:14]([Li:15])[CH2:16][CH2:17][CH3:18].[CH2:27]1[O:28][CH2:29][CH2:30][CH2:31]1.[CH3:19][O:20][N:21]([C:22]([CH3:23])=[O:24])[CH3:25].[ClH:26]>>[c:2]1([C:22]([CH3:23])=[O:24])[cH:3][cH:4][c:5]([C:8]2([C:12]#[N:13])[CH2:9][CH2:10][CH2:11]2)[cH:6][cH:7]1. Starting materials: CCO, [H][H], [N-]=[N+]=NCC1CN(Cc2ccccc2)CC1F, O=[Pt]=O. Yields the product NCC1CN(Cc2ccccc2)CC1F. Reaction SMILES: [CH3:20][CH2:21][OH:22].[H:18][H:19].[N:1](=[N+:2]=[N-:3])[CH2:4][CH:5]1[CH2:6][N:7]([CH2:11][c:12]2[cH:13][cH:14][cH:15][cH:16][cH:17]2)[CH2:8][CH:9]1[F:10].[Pt:23](=[O:24])=[O:25]>>[NH2:1][CH2:4][CH:5]1[CH2:6][N:7]([CH2:11][c:12]2[cH:13][cH:14][cH:15][cH:16][cH:17]2)[CH2:8][CH:9]1[F:10]. Starting materials: O=C([O-])O, CCO, Cc1cc([N+](=O)[O-])c(C(=O)OC(C)C)cc1Oc1ccc(OC(F)(F)F)cc1, Cl, [Fe], [Na+], O. Yields the product Cc1cc(N)c(C(=O)OC(C)C)cc1Oc1ccc(OC(F)(F)F)cc1. RXN SMILES: [C:31](=[O:32])([OH:33])[O-:34].[CH3:36][CH2:37][OH:38].[CH3:3][c:4]1[cH:5][c:6]([N+:28]([O-:29])=[O:30])[c:7]([C:8](=[O:9])[O:10][CH:11]([CH3:12])[CH3:13])[cH:14][c:15]1[O:16][c:17]1[cH:18][cH:19][c:20]([O:23][C:24]([F:25])([F:26])[F:27])[cH:21][cH:22]1.[ClH:2].[Fe:39].[Na+:35].[OH2:1]>>[CH3:3][c:4]1[cH:5][c:6]([NH2:28])[c:7]([C:8](=[O:9])[O:10][CH:11]([CH3:12])[CH3:13])[cH:14][c:15]1[O:16][c:17]1[cH:18][cH:19][c:20]([O:23][C:24]([F:25])([F:26])[F:27])[cH:21][cH:22]1.